This data is from the Open Reaction Database (ORD), a public repository of structured organic reaction records. The task is: describe an organic reaction: reactants, conditions, products, and yield The reactants are CCOC(=O)c1cnc2sc(S)nn2c1=O, [K+], [OH-], O. Yields the product O=C(O)c1cnc2sc(S)nn2c1=O. RXN SMILES: [CH2:1]([CH3:2])[O:3][C:4](=[O:5])[c:6]1[cH:7][n:8][c:9]2[n:10]([c:11]1=[O:12])[n:13][c:14]([SH:16])[s:15]2.[K+:18].[OH-:17].[OH2:19]>>[O:3]=[C:4]([OH:5])[c:6]1[cH:7][n:8][c:9]2[n:10]([c:11]1=[O:12])[n:13][c:14]([SH:16])[s:15]2. Starting materials: C([O-])([O-])=O.[Cs+].[Cs+] (cesium carbonate), ClC1=CC=C(C=C1)B(O)O (4-chlorophenyl boronic acid), COC(=O)C=1C=NC=C(C1)Br (methyl-5-bromo-pyridine-3-carboxylate). Reagents/catalysts: C=1C=CC(=CC1)[P](C=2C=CC=CC2)(C=3C=CC=CC3)[Pd]([P](C=4C=CC=CC4)(C=5C=CC=CC5)C=6C=CC=CC6)([P](C=7C=CC=CC7)(C=8C=CC=CC8)C=9C=CC=CC9)[P](C=1C=CC=CC1)(C=1C=CC=CC1)C=1C=CC=CC1 (Pd(PPh3)4). Run in CN(C=O)C (N,N-dimethylformamide). Reaction conditions: temperature 80 celsius. Yields the product COC(C1=CN=CC(=C1)C1=CC=C(C=C1)Cl)=O (5-(4-Chloro-phenyl)-nicotinic acid methyl ester). The yield is 79.4%. RXN SMILES: [CH3:1][O:2][C:3]([C:5]1[CH:6]=[N:7][CH:8]=[C:9](Br)[CH:10]=1)=[O:4].C(=O)([O-])[O-].[Cs+].[Cs+].[Cl:18][C:19]1[CH:24]=[CH:23][C:22](B(O)O)=[CH:21][CH:20]=1>CN(C)C=O.C1C=CC([P]([Pd]([P](C2C=CC=CC=2)(C2C=CC=CC=2)C2C=CC=CC=2)([P](C2C=CC=CC=2)(C2C=CC=CC=2)C2C=CC=CC=2)[P](C2C=CC=CC=2)(C2C=CC=CC=2)C2C=CC=CC=2)(C2C=CC=CC=2)C2C=CC=CC=2)=CC=1>[CH3:1][O:2][C:3](=[O:4])[C:5]1[CH:10]=[C:9]([C:22]2[CH:23]=[CH:24][C:19]([Cl:18])=[CH:20][CH:21]=2)[CH:8]=[N:7][CH:6]=1 |f:1.2.3,^1:36,38,57,76|. Reported procedure: 81 mg (0.07 mmol)Pd(PPh3)4 was added under argon at room temperature to a solution of 1.0 g (4.63 mmol) methyl-5-bromo-pyridine-3-carboxylate in 23 ml N,N-dimethylformamide and the mixture was heated to 80° C. Then 2.26 g (6.94 mmol) cesium carbonate and 0.84 g (5.09 mmol) of 4-chlorophenyl boronic acid were added and the mixture was stirred at 80° C. over night. The reaction mixture was cooled to room temperature, filtered, and the filtrate evaporated. The residue was taken up with ethyl acetat... Starting materials: 11.3, ClCCC1=C(N=C2N(C1=O)C=CN2C)C (6-(2-chloroethyl)-1,7-dimethylimidazo[1,2-a]pyrimidin-5(1H)-one), Br.Br.N1CCC(CC1)NC1=NC2=C(N1)C=CC=C2 (N-(4-piperidinyl)-1H-benzimidazol-2-amine dihydrobromide), C([O-])([O-])=O.[Na+].[Na+] (sodium carbonate), [I-].[K+] (potassium iodide). Solvent: CN(C(C)=O)C (N,N-dimethylacetamide). Reaction conditions: temperature 70 celsius, time 8 hour. Yields the product 17.5, N1C(=NC2=C1C=CC=C2)NC2CCN(CC2)CCC2=C(N=C1N(C2=O)C=CN1C)C (6-[2-[4-(1H-benzimidazol-2-ylamino)-1-piperidinyl]-ethyl]-1,7-dimethylimidazo[1,2-a]pyrimidin-5(1H)-one). Isolated yield 86.3%. RXN SMILES: Cl[CH2:2][CH2:3][C:4]1[C:9](=[O:10])[N:8]2[CH:11]=[CH:12][N:13]([CH3:14])[C:7]2=[N:6][C:5]=1[CH3:15].Br.Br.[NH:18]1[CH2:23][CH2:22][CH:21]([NH:24][C:25]2[NH:29][C:28]3[CH:30]=[CH:31][CH:32]=[CH:33][C:27]=3[N:26]=2)[CH2:20][CH2:19]1.C(=O)([O-])[O-].[Na+].[Na+].[I-].[K+]>CN(C)C(=O)C>[NH:26]1[C:27]2[CH:33]=[CH:32][CH:31]=[CH:30][C:28]=2[N:29]=[C:25]1[NH:24][CH:21]1[CH2:22][CH2:23][N:18]([CH2:2][CH2:3][C:4]2[C:9](=[O:10])[N:8]3[CH:11]=[CH:12][N:13]([CH3:14])[C:7]3=[N:6][C:5]=2[CH3:15])[CH2:19][CH2:20]1 |f:1.2.3,4.5.6,7.8|. Procedure: A mixture of 11.3 parts of 6-(2-chloroethyl)-1,7-dimethylimidazo[1,2-a]pyrimidin-5(1H)-one (interm. 15), 18.9 parts of N-(4-piperidinyl)-1H-benzimidazol-2-amine dihydrobromide, 16 parts of sodium carbonate, 0.01 parts of potassium iodide and 376 parts of N,N-dimethylacetamide was stirred overnight at 70° C. The reaction mixture was filtered and the filtrate was evaporated. The residue was taken up in a mixture of water, dichloromethane and methanol. The organic layer was separated and the aqueou... Starting materials: O=C([O-])O, CCO, CCOC(OCC)OCC, [Na+], Cc1ccc(S(=O)(=O)O)cc1, c1c[nH]cn1. The product is CCOC(OCC)n1ccnc1. RXN SMILES: [C:27](=[O:28])([OH:29])[O-:30].[CH3:32][CH2:33][OH:34].[CH:6]([O:7][CH2:8][CH3:9])([O:10][CH2:11][CH3:12])[O:13][CH2:14][CH3:15].[Na+:31].[c:16]1([CH3:17])[cH:18][cH:19][c:20]([S:21]([OH:22])(=[O:23])=[O:24])[cH:25][cH:26]1.[nH:1]1[cH:2][n:3][cH:4][cH:5]1>>[n:1]1([CH:6]([O:7][CH2:8][CH3:9])[O:10][CH2:11][CH3:12])[cH:2][n:3][cH:4][cH:5]1. Starting materials: N1C=C(C2=CC=C(C=C12)/C=C/C(=O)O)/C=C/C(=O)O (E,E-indole-3,6-diacrylic acid), Cl.CN(CCCN=C=NCC)C (1-(3-dimethylaminopropyl)-3-ethylcarbodiimide hydrochloride), N1CCCC1 (pyrrolidine), Cl (hydrochloric acid). The reagents and catalysts are CN(C1=CC=NC=C1)C (4-dimethylaminopyridine). Run in CN(C=O)C (N,N-dimethylformamide). Product: O=C(/C=C/C1=CNC2=CC(=CC=C12)\C=C\C(=O)N1CCCC1)N1CCCC1 (E,E-3,6-di(3-oxo-3-pyrrolidino-1-propenyl)indole). Yield: 69.4%. As a reaction SMILES: [NH:1]1[C:9]2[C:4](=[CH:5][CH:6]=[C:7](/[CH:10]=[CH:11]/[C:12]([OH:14])=O)[CH:8]=2)[C:3](/[CH:15]=[CH:16]/[C:17]([OH:19])=O)=[CH:2]1.Cl.CN(C)[CH2:23][CH2:24][CH2:25][N:26]=[C:27]=NCC.[NH:32]1[CH2:36][CH2:35][CH2:34][CH2:33]1.Cl>CN(C)C1C=CN=CC=1.CN(C)C=O>[O:19]=[C:17]([N:26]1[CH2:25][CH2:24][CH2:23][CH2:27]1)/[CH:16]=[CH:15]/[C:3]1[C:4]2[C:9](=[CH:8][C:7](/[CH:10]=[CH:11]/[C:12]([N:32]3[CH2:36][CH2:35][CH2:34][CH2:33]3)=[O:14])=[CH:6][CH:5]=2)[NH:1][CH:2]=1 |f:1.2|. Procedure: A mixture of E,E-indole-3,6-diacrylic acid (1 g), 4-dimethylaminopyridine (1.19 g), 1-(3-dimethylaminopropyl)-3-ethylcarbodiimide hydrochloride (1.86 g) and pyrrolidine (0.69 g) was dissolved in N,N-dimethylformamide (35 ml), and stirred under an atmosphere of nitrogen. Additional portions (10% by weight) of each of the reagents were added at the end of each 24 hour period (five times) until TLC monitoring indicated completion of the reaction after 6 days. The mixture was added slowly to vigorou... Procedure: A solution of 113 mg (0.27 mmol) {4-[5-(2,5-diaza-bicyclo[2.2.1]hept-2-yl)-imidazo[1,2-c]pyrimidin-7-yl]-pyridin-2-yl}-(1-phenyl-ethyl)-amine in 2.5 mL chloroform was treated with 0.20 mL (2.7 mmol) propionaldehyde and 180 mg (0.82 mmol) NaBH3(CN), followed by addition of 2.5 mL methanol. The mixture was stirred at ambient temperature for 1 h when MS showed that all starting materials had converted to product. The reaction mixture was diluted with 50 mL DCM, washed with 50 mL satd. NaHCO3, and d... As a reaction SMILES: [CH:1]12[CH2:7][CH:4]([NH:5][CH2:6]1)[CH2:3][N:2]2[C:8]1[N:13]2[CH:14]=[CH:15][N:16]=[C:12]2[CH:11]=[C:10]([C:17]2[CH:22]=[CH:21][N:20]=[C:19]([NH:23][CH:24]([C:26]3[CH:31]=[CH:30][CH:29]=[CH:28][CH:27]=3)[CH3:25])[CH:18]=2)[N:9]=1.[CH:32](=O)[CH2:33][CH3:34].CO>C(Cl)(Cl)Cl.C(Cl)Cl>[CH2:32]([N:5]1[CH2:6][C@@H:1]2[CH2:7][C@H:4]1[CH2:3][N:2]2[C:8]1[N:13]2[CH:14]=[CH:15][N:16]=[C:12]2[CH:11]=[C:10]([C:17]2[CH:22]=[CH:21][N:20]=[C:19]([NH:23][C@H:24]([C:26]3[CH:27]=[CH:28][CH:29]=[CH:30][CH:31]=3)[CH3:25])[CH:18]=2)[N:9]=1)[CH2:33][CH3:34]. Solvent: C(Cl)(Cl)Cl (chloroform), C(Cl)Cl (DCM). Reactants: C12N(CC(NC1)C2)C2=NC(=CC=1N2C=CN1)C1=CC(=NC=C1)NC(C)C1=CC=CC=C1 ({4-[5-(2,5-diaza-bicyclo[2.2.1]hept-2-yl)-imidazo[1,2-c]pyrimidin-7-yl]-pyridin-2-yl}-(1-phenyl-ethyl)-amine), C(CC)=O (propionaldehyde), NaBH3(CN), CO (methanol). Run at time 1 hour. Product: C(CC)N1[C@@H]2CN([C@H](C1)C2)C2=NC(=CC=1N2C=CN1)C1=CC(=NC=C1)N[C@@H](C)C1=CC=CC=C1 ((S)-{4-[5-(5-Propyl-(1S,4S)-2,5-diaza-bicyclo[2.2.1]hept-2-yl)-imidazo[1,2-c]pyrimidin-7-yl]-pyridin-2-yl}-(1-phenyl-ethyl)-amine). Reactants: C=C1C2=C(C(CC3=C1C=NC=C3)=O)C=CC=C2 (11-methylenebenzo[5,6]cyclohepta[1,2-c]pyridin-6-one), C(C)(=O)[O-].[Na+] (sodium acetate), Cl.NO (hydroxylamine hydrochloride). The solvent is CO (CH3OH). The product is C=C1C2=C(C(CC3=C1C=NC=C3)=NO)C=CC=C2 (11-methylenebenzo[5,6]cyclohepta[1,2-c]pyridin-6-one oxime). As a reaction SMILES: [CH2:1]=[C:2]1[C:8]2[CH:9]=[N:10][CH:11]=[CH:12][C:7]=2[CH2:6][C:5](=O)[C:4]2[CH:14]=[CH:15][CH:16]=[CH:17][C:3]1=2.C([O-])(=O)C.[Na+].Cl.[NH2:24][OH:25]>CO>[CH2:1]=[C:2]1[C:8]2[CH:9]=[N:10][CH:11]=[CH:12][C:7]=2[CH2:6][C:5](=[N:24][OH:25])[C:4]2[CH:14]=[CH:15][CH:16]=[CH:17][C:3]1=2 |f:1.2,3.4|. Reported procedure: A mixture of the ketone from Step E (6.2 g.), anhydrous sodium acetate (3.1 g.), hydroxylamine hydrochloride (2.48 g.) and CH3OH (130 ml.) is heated under reflux for 24 hours. The solvent is removed in vacuo, water (100 ml.) is added to the residue and the resulting yellow-orange solid is collected and dried, 6.4 g., m.p. 183°-205° C. Recrystallization from toluene provides material with m.p. 218.5°-221° C. (dec.).